The task is: describe an organic reaction: reactants, conditions, products, and yield. This data is from the Open Reaction Database (ORD), a public repository of structured organic reaction records. Reactants: C(C)(=O)O (acetic acid), C(C)(C)NCCO (2-(isopropylamino)ethanol), FC1=C(C=O)C=C(C=C1)[N+](=O)[O-] (2-fluoro-5-nitrobenzaldehyde), C(C)(=O)O[BH-](OC(C)=O)OC(C)=O.[Na+] (sodium triacetoxyborohydride), O (water). Run in C1CCOC1 (THF). Reaction conditions: time 3 hour. Yields the product C(C(=O)O)(=O)O.FC1=C(CN(CCO)C(C)C)C=C(C=C1)[N+](=O)[O-] (2-[(2-Fluoro-5-nitrobenzyl)(isopropyl)amino]ethanol oxalate). As a reaction SMILES: [C:1]([OH:4])(=[O:3])[CH3:2].[CH:5]([NH:8][CH2:9][CH2:10][OH:11])([CH3:7])[CH3:6].[F:12][C:13]1[CH:20]=[CH:19][C:18]([N+:21]([O-:23])=[O:22])=[CH:17][C:14]=1[CH:15]=O.C(O[BH-](OC(=O)C)OC(=O)C)(=O)C.[Na+].[OH2:38]>C1COCC1>[C:1]([OH:4])(=[O:3])[C:2]([OH:11])=[O:38].[F:12][C:13]1[CH:20]=[CH:19][C:18]([N+:21]([O-:23])=[O:22])=[CH:17][C:14]=1[CH2:15][N:8]([CH:5]([CH3:7])[CH3:6])[CH2:9][CH2:10][OH:11] |f:3.4,7.8|. Procedure: To acetic acid (25.76 ml, 450 mmol) and 2-(isopropylamino)ethanol (51.76 ml, 450 mmol) in dry THF (750 ml) at 0° C. was added 2-fluoro-5-nitrobenzaldehyde (75.88 g, 450 mmol) and sodium triacetoxyborohydride (141.99 g, 670 mmol) portionwise. The reaction was allowed to warm to room temperature and was stirred for 3 h. The mixture was taken up in acidic water and washed with methylene chloride (250 ml), made basic with 50% sodium hydroxide (150 ml) and extracted with methylene chloride (3×250 ml)... Starting materials: BrC=1C=NN(C1C=1C=C(SC1C)C(=O)OC)C (methyl 4-(4-bromo-1-methyl-1H-pyrazol-5-yl)-5-methyl-2-thiophenecarboxylate), C([O-])([O-])=O.[K+].[K+] (potassium carbonate), C(=C/C)/B(O)O ((1Z)-1-propen-1-ylboronic acid). The reagents and catalysts are CC(C)([P](C(C)(C)C)([Pd][P](C(C)(C)C)(C(C)(C)C)C(C)(C)C)C(C)(C)C)C (bis(tri-t-butylphosphine)palladium(0)). The solvent is O1CCOCC1 (1,4-dioxane), O (water). Yields the product CC1=C(C=C(S1)C(=O)OC)C1=C(C=NN1C)\C=C/C (methyl 5-methyl-4-{1-methyl-4-[(1Z)-1-propen-1-yl]-1H-pyrazol-5-yl}-2-thiophenecarboxylate). The yield is 87.1%. As a reaction SMILES: Br[C:2]1[CH:3]=[N:4][N:5]([CH3:17])[C:6]=1[C:7]1[CH:8]=[C:9]([C:13]([O:15][CH3:16])=[O:14])[S:10][C:11]=1[CH3:12].C(=O)([O-])[O-].[K+].[K+].[CH:24](/B(O)O)=[CH:25]/[CH3:26]>O1CCOCC1.O.CC(C)([P](C(C)(C)C)([Pd][P](C(C)(C)C)(C(C)(C)C)C(C)(C)C)C(C)(C)C)C>[CH3:12][C:11]1[S:10][C:9]([C:13]([O:15][CH3:16])=[O:14])=[CH:8][C:7]=1[C:6]1[N:5]([CH3:17])[N:4]=[CH:3][C:2]=1/[CH:24]=[CH:25]\[CH3:26] |f:1.2.3,^1:39,45|. Reported procedure: A solution of methyl 4-(4-bromo-1-methyl-1H-pyrazol-5-yl)-5-methyl-2-thiophenecarboxylate (320 mg, 1.015 mmol) [prepared in Example 99], potassium carbonate (702 mg, 5.08 mmol), bis(tri-t-butylphosphine)palladium(0) (25.9 mg, 0.05 mmol) and (1Z)-1-propen-1-ylboronic acid (87 mg, 1.01 mmol) in 1,4-dioxane (5.3 ml) and water (1.3 ml) was stirred at 80° C. in a sealed tube for 12 h. The reaction contents were partitioned between H2O-DCM and the aqueous phase was washed several times with DCM. The c... Starting materials: C([O-])([O-])=O.[NH4+].[NH4+] (ammonium carbonate), NH4OCN 2H2O(NH4)2CO3, [O-]C#N.[NH4+] (ammonium cyanate). The solvent is O (water), O (water). The product is C([O-])([O-])=O.[NH4+].[NH4+] (ammonium carbonate), C(=O)=O (carbon dioxide), N (ammonia). Reaction SMILES: [O-]C#[N:3].[NH4+:4].[C:5](=[O:8])([O-:7])[O-:6].[NH4+].[NH4+]>O>[C:5](=[O:6])([O-:8])[O-:7].[NH4+:3].[NH4+:4].[C:5](=[O:7])=[O:6].[NH3:3] |f:0.1,2.3.4,6.7.8|. Reported procedure: The ammonium cyanate further decomposes with water to ammonium carbonate. NH4OCN+2H2O(NH4)2CO3  3. At elevated temperature ammonium carbonate finally results in the formation of carbon dioxide, ammonia and water: (NH4)2CO3→2HN3+CO2+H2O  4. Starting materials: C(C1=CC=CC=C1)(=O)C1=CC=C(C(=O)O)C=C1 (4-Benzoylbenzoic acid), [OH-].[Na+] (NaOH), O.NN (hydrazine hydrate), tri(ethylene glycol). Yields the product C1(=CC=CC=C1)CC1=CC=C(C(=O)O)C=C1 (4-Phenylmethylbenzoic acid). Reaction SMILES: [C:1]([C:9]1[CH:17]=[CH:16][C:12]([C:13]([OH:15])=[O:14])=[CH:11][CH:10]=1)(=O)[C:2]1[CH:7]=[CH:6][CH:5]=[CH:4][CH:3]=1.[OH-].[Na+].O.NN>>[C:2]1([CH2:1][C:9]2[CH:10]=[CH:11][C:12]([C:13]([OH:15])=[O:14])=[CH:16][CH:17]=2)[CH:3]=[CH:4][CH:5]=[CH:6][CH:7]=1 |f:1.2,3.4|. Procedure details: 4-Phenylmethylbenzoic acid was prepared according to the method of Van Herwijnen et. al., 2001. 4-Benzoylbenzoic acid (452 mg, 2 mmol), powdered NaOH (350 mg), hydrazine hydrate (0.35 mL) and tri(ethylene glycol) (15 mL) were stirred at 190° C. for four hours.